This data is from the Open Reaction Database (ORD), a public repository of structured organic reaction records. The task is: describe an organic reaction: reactants, conditions, products, and yield Starting materials: CCOc1ccc(CCl)cc1OCC, CN(C)C=O, CCOC(=O)C(Cl)C(C)=O, [H-], [Na+]. The product is CCOC(=O)C(Cl)(Cc1ccc(OCC)c(OCC)c1)C(C)=O. RXN SMILES: [CH2:13]([CH3:14])[O:15][c:16]1[cH:17][c:18]([CH2:19][Cl:20])[cH:21][cH:22][c:23]1[O:24][CH2:25][CH3:26].[CH3:27][N:28]([CH3:29])[CH:30]=[O:31].[Cl:1][CH:2]([C:3](=[O:4])[O:5][CH2:6][CH3:7])[C:8](=[O:9])[CH3:10].[H-:11].[Na+:12]>>[Cl:1][C:2]([C:3](=[O:4])[O:5][CH2:6][CH3:7])([C:8](=[O:9])[CH3:10])[CH2:19][c:18]1[cH:17][c:16]([O:15][CH2:13][CH3:14])[c:23]([O:24][CH2:25][CH3:26])[cH:22][cH:21]1.